This data is from the Open Reaction Database (ORD), a public repository of structured organic reaction records. The task is: describe an organic reaction: reactants, conditions, products, and yield Product: N1CC(CCC1)CNC(OC(C)(C)C)=O (tert-butyl 3-piperidinylmethylcarbamate). The reagents and catalysts are [Rh] (rhodium on carbon). Solvent: C(C)O (ethanol). As a reaction SMILES: [N:1]1[CH:6]=[CH:5][CH:4]=[C:3]([CH2:7][NH:8][C:9](=[O:15])[O:10][C:11]([CH3:14])([CH3:13])[CH3:12])[CH:2]=1>C(O)C.[Rh]>[NH:1]1[CH2:6][CH2:5][CH2:4][CH:3]([CH2:7][NH:8][C:9](=[O:15])[O:10][C:11]([CH3:13])([CH3:12])[CH3:14])[CH2:2]1. Reaction conditions: time 27 hour. Starting materials: N1=CC(=CC=C1)CNC(OC(C)(C)C)=O (tert-butyl 3-pyridinylmethylcarbamate). Reported procedure: A mixture of tert-butyl 3-pyridinylmethylcarbamate (4.3 g) and 5% rhodium on carbon (400 mg) in ethanol (50 mL) at 25° C. in a paar apparatus was stirred under hydrogen at 60 pounds per square inch for 27 hours, filtered through diatomaceous earth (Celite®), and concentrated. 1H NMR (300 MHz, CDCl3) δ 4.55 (b, 1H), 2.99 (m, 4H), 2.56 (t, 1H), 2.33 (t, 1H), 1.74 (m, 1H), 1.66 (m, 2H), 1.44 (s, 9H). The reactants are [N-]=[N+]=[N-].[Na+] (sodium azide), ClCC(CC(=O)OC)O (methyl 4-chloro-3-hydroxybutyrate). Reagents/catalysts: CN(C1=CC=NC=C1)C (4-dimethylaminopyridine). Run in C(C(C)C)C(=O)C (methyl isobutyl ketone). Run at time 11 hour. Product: N(=[N+]=[N-])CC(CC(=O)OC)O (methyl 4-azido-3-hydroxybutyrate). Isolated yield 104.7%. RXN SMILES: Cl[CH2:2][CH:3]([OH:9])[CH2:4][C:5]([O:7][CH3:8])=[O:6].[N-:10]=[N+:11]=[N-:12].[Na+]>CN(C)C1C=CN=CC=1.C(C(C)=O)C(C)C>[N:10]([CH2:2][CH:3]([OH:9])[CH2:4][C:5]([O:7][CH3:8])=[O:6])=[N+:11]=[N-:12] |f:1.2|. Procedure details: To a mixture of methyl 4-chloro-3-hydroxybutyrate (5 g, 33 mmol), and methyl isobutyl ketone (40 ml) are added sodium azide (2.3 g, 36 mmol) and 4-dimethylaminopyridine (403 mg, 3.3 mmol) and the mixture was refluxed under stirring for 11 hours. After cooling the salt was filtered off and the solvent was distilled off under vacuo and there was obtained methyl 4-azido-3-hydroxybutyrate (5.5 g) as a crude product. And followed by the same procedure as in example 1, there was obtained 4-hydroxy-2-p... Reactants: ice water, FC(S(=O)(=O)OS(=O)(=O)C(F)(F)F)(F)F (trifluoromethanesulfonic acid anhydride), OC=1C(N(C=C(N1)OC)C)=O (3-hydroxy-5-methoxy-1-methylpyrazin-2-one), N1=CC=CC=C1 (pyridine). The solvent is C(Cl)Cl (methylene chloride). Run at time 2 hour. Yields the product COC=1N=C(C(N(C1)C)=O)OS(=O)(=O)C(F)(F)F (5-methoxy-1-methyl-3-trifluoromethylsulfonyloxy-pyrazin-2-one). The yield is 68.6%. Reaction SMILES: [F:1][C:2]([F:15])([F:14])[S:3]([O:6]S(C(F)(F)F)(=O)=O)(=[O:5])=[O:4].O[C:17]1[C:18](=[O:26])[N:19]([CH3:25])[CH:20]=[C:21]([O:23][CH3:24])[N:22]=1.N1C=CC=CC=1>C(Cl)Cl>[CH3:24][O:23][C:21]1[N:22]=[C:17]([O:6][S:3]([C:2]([F:15])([F:14])[F:1])(=[O:5])=[O:4])[C:18](=[O:26])[N:19]([CH3:25])[CH:20]=1. Procedure details: 62 g of trifluoromethanesulfonic acid anhydride are added dropwise to a suspension of 31.2 g of 3-hydroxy-5-methoxy-1-methylpyrazin-2-one, 15.8 g of pyridine and 500 ml of methylene chloride at 20°-25° C. The solution formed is stirred at 20°-25° C. for a further 2 hours, and 200 ml of ice-water are then added. The organic phase is separated off, washed with 10% sodium bicarbonate solution and water, dried over sodium sulfate and evaporated to give 39.5 g of 5-methoxy-1-methyl-3-trifluoromethyls... The reactants are FC=1C=C(C=CC1C=1SC2=NC(=CC=C2N1)C1(CC1)C1=CC=CC=C1)N (3-Fluoro-4-(5-(1-phenylcyclopropyl)thiazolo[5,4-b]pyridin-2-yl)benzenamine), BrCCCC(=O)OCC (ethyl 4-bromobutanoate). Run at time 60 minute. The product is FC=1C=C(C=CC1C=1SC2=NC(=CC=C2N1)C1(CC1)C1=CC=CC=C1)N1C(CCC1)=O (1-(3-fluoro-4-(5-(1-phenylcyclopropyl)[1,3]thiazolo[5,4-b]pyridin-2-yl)phenyl)-2-pyrrolidinone). RXN SMILES: [F:1][C:2]1[CH:3]=[C:4]([NH2:26])[CH:5]=[CH:6][C:7]=1[C:8]1[S:9][C:10]2[C:15]([N:16]=1)=[CH:14][CH:13]=[C:12]([C:17]1([C:20]3[CH:25]=[CH:24][CH:23]=[CH:22][CH:21]=3)[CH2:19][CH2:18]1)[N:11]=2.Br[CH2:28][CH2:29][CH2:30][C:31](OCC)=[O:32]>>[F:1][C:2]1[CH:3]=[C:4]([N:26]2[CH2:28][CH2:29][CH2:30][C:31]2=[O:32])[CH:5]=[CH:6][C:7]=1[C:8]1[S:9][C:10]2[C:15]([N:16]=1)=[CH:14][CH:13]=[C:12]([C:17]1([C:20]3[CH:21]=[CH:22][CH:23]=[CH:24][CH:25]=3)[CH2:18][CH2:19]1)[N:11]=2. Procedure: 3-Fluoro-4-(5-(1-phenylcyclopropyl)thiazolo[5,4-b]pyridin-2-yl)benzenamine (110 mg, 0.304 mmol) was dissolved in ethyl 4-bromobutanoate (59 mg, 0.304 mmol) before it was placed in the microwave for 60 min at 140° C. The title compound was obtained after flash chromatography. MS (ESI) m/z: Calculated: 429.1; Observed: 430.1 (M++1). Reactants: ClC(Cl)Cl, Cc1ccc(Cl)nn1, O=c1n(Cl)c(=O)n(Cl)c(=O)n1Cl. The product is ClCc1ccc(Cl)nn1. As a reaction SMILES: [CH:21]([Cl:22])([Cl:23])[Cl:24].[Cl:1][c:2]1[n:3][n:4][c:5]([CH3:8])[cH:6][cH:7]1.[Cl:9][n:10]1[c:11](=[O:12])[n:13]([Cl:14])[c:15](=[O:16])[n:17]([Cl:18])[c:19]1=[O:20]>>[Cl:1][c:2]1[n:3][n:4][c:5]([CH2:8][Cl:9])[cH:6][cH:7]1. Product: CC(=O)NCC1CN(c2ccc(N3CCC(O)(CCl)CC3)c(F)c2)C(=O)O1. Starting materials: Cl, CC(=O)NCC1CN(c2ccc(N3CCC4(CC3)CO4)c(F)c2)C(=O)O1. As a reaction SMILES: [ClH:27].[O:1]1[CH2:2][C:3]12[CH2:4][CH2:5][N:6]([c:9]1[c:10]([F:26])[cH:11][c:12]([N:15]3[C:16](=[O:25])[O:17][CH:18]([CH2:20][NH:21][C:22]([CH3:23])=[O:24])[CH2:19]3)[cH:13][cH:14]1)[CH2:7][CH2:8]2>>[OH:1][C:3]1([CH2:2][Cl:27])[CH2:4][CH2:5][N:6]([c:9]2[c:10]([F:26])[cH:11][c:12]([N:15]3[C:16](=[O:25])[O:17][CH:18]([CH2:20][NH:21][C:22]([CH3:23])=[O:24])[CH2:19]3)[cH:13][cH:14]2)[CH2:7][CH2:8]1. Starting materials: BrCCCO (3-bromo-1-propanol), C1(=CC=C(C=C1)S(=O)(=O)[O-])C.[NH+]1=CC=CC=C1 (pyridinium p-toluene sulfonate), O1CCCC=C1 (dihydropyran). The solvent is ClCCl (dichloromethane). Product: BrCCCOC1OCCCC1 (3-Bromo-1-tetrahydropyranyloxy propane). As a reaction SMILES: [Br:1][CH2:2][CH2:3][CH2:4][OH:5].C1(C)C=CC(S([O-])(=O)=O)=CC=1.[NH+]1C=CC=CC=1.[O:23]1[CH:28]=[CH:27][CH2:26][CH2:25][CH2:24]1>ClCCl>[Br:1][CH2:2][CH2:3][CH2:4][O:5][CH:24]1[CH2:25][CH2:26][CH2:27][CH2:28][O:23]1 |f:1.2|. Procedure details: A solution of 3-bromo-1-propanol (10 mmole) in dichloromethane (20 ml) containing pyridinium p-toluene sulfonate (150 mg) is stirred with dihydropyran (15 mmole) for 20 hours at ambient temperature. The solution is then washed with water, dried (MgSO4 anhydrous), evaporated and is chromatographed on silica gel to afford the title compound. Starting materials: CO, Nc1cc(C(=O)O)cc([N+](=O)[O-])c1, O=S(Cl)Cl. The product is COC(=O)c1cc(N)cc([N+](=O)[O-])c1. RXN SMILES: [CH3:18][OH:19].[NH2:1][c:2]1[cH:3][c:4]([C:5](=[O:6])[OH:7])[cH:8][c:9]([N+:11](=[O:12])[O-:13])[cH:10]1.[S:14]([Cl:15])([Cl:16])=[O:17]>>[NH2:1][c:2]1[cH:3][c:4]([C:5](=[O:6])[O:7][CH3:18])[cH:8][c:9]([N+:11](=[O:12])[O-:13])[cH:10]1.